This data is from the Open Reaction Database (ORD), a public repository of structured organic reaction records. The task is: describe an organic reaction: reactants, conditions, products, and yield Starting materials: CC(=O)O, CC(=O)O[BH-](OC(C)=O)OC(C)=O, C1CCNCC1, CC(C)(C)OC(=O)N1CCC(C=O)CC1, ClCCCl, [Na+]. Product: CC(C)(C)OC(=O)N1CCC(CN2CCCCC2)CC1. RXN SMILES: [C:16]([OH:17])(=[O:18])[CH3:19].[C:26]([O:27][BH-:28]([O:29][C:30](=[O:31])[CH3:32])[O:33][C:34](=[O:35])[CH3:36])(=[O:37])[CH3:38].[CH2:20]1[CH2:21][CH2:22][NH:23][CH2:24][CH2:25]1.[CH:1](=[O:2])[CH:3]1[CH2:4][CH2:5][N:6]([C:9](=[O:10])[O:11][C:12]([CH3:13])([CH3:14])[CH3:15])[CH2:7][CH2:8]1.[Cl:40][CH2:41][CH2:42][Cl:43].[Na+:39]>>[CH2:1]([CH:3]1[CH2:4][CH2:5][N:6]([C:9](=[O:10])[O:11][C:12]([CH3:13])([CH3:14])[CH3:15])[CH2:7][CH2:8]1)[N:23]1[CH2:22][CH2:21][CH2:20][CH2:25][CH2:24]1. The reactants are ClC(Cl)(Cl)Cl, O=S(=O)(Cl)Cl, Oc1cccc2c1CCCC2. Yields the product Oc1ccc(Cl)c2c1CCCC2. RXN SMILES: [C:17]([Cl:18])([Cl:19])([Cl:20])[Cl:21].[S:12]([Cl:13])(=[O:14])([Cl:15])=[O:16].[c:1]1([OH:11])[cH:2][cH:3][cH:4][c:5]2[c:10]1[CH2:9][CH2:8][CH2:7][CH2:6]2>>[c:1]1([OH:11])[cH:2][cH:3][c:4]([Cl:15])[c:5]2[c:10]1[CH2:9][CH2:8][CH2:7][CH2:6]2. The reactants are FC(C=1C=C(COCCCCCC/C=C/C=C/C(=O)OCC)C=CC1)(F)F (ethyl 11-(3'-trifluoromethylbenzyloxy)-(2E,4E)-undecadienoate), [OH-].[K+] (potassium hydroxide). The solvent is O (water), C(C)O (ethanol). Yields the product FC(C=1C=C(COCCCCCC/C=C/C=C/C(=O)O)C=CC1)(F)F (11-(3'trifluoromethylbenzyloxy)-(2E,4E)-undecadienoic acid). The yield is 62.4%. Reaction SMILES: [F:1][C:2]([F:27])([F:26])[C:3]1[CH:4]=[C:5]([CH:23]=[CH:24][CH:25]=1)[CH2:6][O:7][CH2:8][CH2:9][CH2:10][CH2:11][CH2:12][CH2:13]/[CH:14]=[CH:15]/[CH:16]=[CH:17]/[C:18]([O:20]CC)=[O:19].[OH-].[K+]>O.C(O)C>[F:1][C:2]([F:26])([F:27])[C:3]1[CH:4]=[C:5]([CH:23]=[CH:24][CH:25]=1)[CH2:6][O:7][CH2:8][CH2:9][CH2:10][CH2:11][CH2:12][CH2:13]/[CH:14]=[CH:15]/[CH:16]=[CH:17]/[C:18]([OH:20])=[O:19] |f:1.2|. Procedure details: The product of step (c) (1.74 g, 4.5 mmol) was hydrolysed with potassium hydroxide (0.88 g) in water (20 mL) and ethanol (60 mL) at room temperature over 18 hours to give 1.0 g (63% of theory) of 11-(3'trifluoromethylbenzyloxy)-(2E,4E)-undecadienoic acid. Reactants: C=C(c1ccco1)c1ccccc1CC, CCO, [H][H]. Yields the product CCc1ccccc1C(C)c1ccco1. RXN SMILES: [CH2:1]([CH3:2])[c:3]1[c:4]([C:9](=[CH2:10])[c:11]2[o:12][cH:13][cH:14][cH:15]2)[cH:5][cH:6][cH:7][cH:8]1.[CH3:18][CH2:19][OH:20].[H:16][H:17]>>[CH2:1]([CH3:2])[c:3]1[c:4]([CH:9]([CH3:10])[c:11]2[o:12][cH:13][cH:14][cH:15]2)[cH:5][cH:6][cH:7][cH:8]1. Reactants: CCCCCCCC1CCC([SiH]2CCC(c3cc(F)c(O)c(F)c3)CC2)CC1, CCCCCCCC(C)O. The product is CCCCCCCC1CCC([SiH]2CCC(c3cc(F)c(OC(C)CCCCCCC)c(F)c3)CC2)CC1. Reaction SMILES: [CH2:1]([CH2:2][CH2:3][CH2:4][CH2:5][CH2:6][CH3:7])[CH:8]1[CH2:9][CH2:10][CH:11]([SiH:14]2[CH2:15][CH2:16][CH:17]([c:20]3[cH:21][c:22]([F:28])[c:23]([OH:27])[c:24]([F:26])[cH:25]3)[CH2:18][CH2:19]2)[CH2:12][CH2:13]1.[CH3:29][CH:30]([CH2:31][CH2:32][CH2:33][CH2:34][CH2:35][CH2:36][CH3:37])[OH:38]>>[CH2:1]([CH2:2][CH2:3][CH2:4][CH2:5][CH2:6][CH3:7])[CH:8]1[CH2:9][CH2:10][CH:11]([SiH:14]2[CH2:15][CH2:16][CH:17]([c:20]3[cH:21][c:22]([F:28])[c:23]([O:27][CH:30]([CH3:29])[CH2:31][CH2:32][CH2:33][CH2:34][CH2:35][CH2:36][CH3:37])[c:24]([F:26])[cH:25]3)[CH2:18][CH2:19]2)[CH2:12][CH2:13]1. Starting materials: FC=1C=C(C=C(C1OCC1=CC=CC=C1)F)N1N=CC2=C(C=CC=C12)OCC1=CC=CC=C1 (1-{3,5-Difluoro-4-[(phenyl methyl)oxy]phenyl}-4-[(phenylmethyl)oxy]-1H-indazole). The reagents and catalysts are [Pd] (palladium on charcoal). Run in C(C)O (ethanol), C(C)(=O)OCC (ethyl acetate). The product is FC=1C=C(C=C(C1O)F)N1N=CC=2C(=CC=CC12)O (1-(3,5-Difluoro-4-hydroxyphenyl)-1H-indazol-4-ol). Yield: 82.8%. Reaction SMILES: [F:1][C:2]1[CH:3]=[C:4]([N:17]2[C:25]3[C:20](=[C:21]([O:26]CC4C=CC=CC=4)[CH:22]=[CH:23][CH:24]=3)[CH:19]=[N:18]2)[CH:5]=[C:6]([F:16])[C:7]=1[O:8]CC1C=CC=CC=1>C(O)C.C(OCC)(=O)C.[Pd]>[F:1][C:2]1[CH:3]=[C:4]([N:17]2[C:25]3[CH:24]=[CH:23][CH:22]=[C:21]([OH:26])[C:20]=3[CH:19]=[N:18]2)[CH:5]=[C:6]([F:16])[C:7]=1[OH:8]. Procedure: A solution of 1-{3,5-difluoro-4-[(phenylmethyl)oxy]phenyl}-4-[(phenylmethyl)oxy]-1H-indazole (D35) (257 mg, 0.58 mmol) in ethanol (10 mL) and ethyl acetate (10 mL) was hydrogenated in an H-cube over a 10% palladium on charcoal catalyst. The resulting solution was concentrated and then the crude product purified by silica gel chromatography eluting with 5-100% ethyl acetate in hexane to yield the title compound (E19) (126 mg). Run in C(C)(=O)OC(C)=O (acetic anhydride). Yields the product COC1=CC=C(C2=CC3=CC=CC=C3N=C12)[N+](=O)[O-] (4-methoxy-1-nitroacridine). Conditions: time 1 hour. Starting materials: [N+](=O)(O)[O-] (nitric acid), COC1=CC=CC2=CC3=CC=CC=C3N=C12 (4-Methoxyacridine), S(O)(O)(=O)=O (sulphuric acid). Reaction SMILES: [CH3:1][O:2][C:3]1[C:16]2[C:7](=[CH:8][C:9]3[C:14]([N:15]=2)=[CH:13][CH:12]=[CH:11][CH:10]=3)[CH:6]=[CH:5][CH:4]=1.[N+:17]([O-])([OH:19])=[O:18].S(=O)(=O)(O)O>C(OC(=O)C)(=O)C>[CH3:1][O:2][C:3]1[C:16]2[C:7](=[CH:8][C:9]3[C:14]([N:15]=2)=[CH:13][CH:12]=[CH:11][CH:10]=3)[C:6]([N+:17]([O-:19])=[O:18])=[CH:5][CH:4]=1. Yield: 70.0%. Reported procedure: 4-Methoxyacridine (1.4 g, 6.67 mmole) was dissolved in acetic anhydride (5 ml) and cooled to 0°. Concentrated nitric acid (1 eq, 0.7 ml) was added, followed by concentrated sulphuric acid (1 eq, 0.7 ml). After stirring for 1 hr, the product was filtered and the residue was extracted into methylene chloride and washed with sodium bicarbonate solution. It was then dried and evaporated in vacuo to give 1.2 g (70%) of 4-methoxy-1-nitroacridine. NMR (CDCl3, 90 MHz) δ=4.20, s, 3H; 6.95, d, 9 Hz, 1H; 6...